The task is: describe an organic reaction: reactants, conditions, products, and yield. This data is from the Open Reaction Database (ORD), a public repository of structured organic reaction records. RXN SMILES: [CH3:1][N:2]1[CH2:8][C:7]2[CH:9]=[C:10]([CH:13]=[CH:14][C:15]([OH:17])=O)[CH:11]=[N:12][C:6]=2[NH:5][CH2:4][C:3]1=[O:18].[CH3:19][NH:20][CH2:21][C:22]1[C:30]2[C:25](=[CH:26][CH:27]=[CH:28][CH:29]=2)[NH:24][C:23]=1[CH3:31]>>[CH3:19][N:20]([CH2:21][C:22]1[C:30]2[C:25](=[CH:26][CH:27]=[CH:28][CH:29]=2)[NH:24][C:23]=1[CH3:31])[C:15](=[O:17])/[CH:14]=[CH:13]/[C:10]1[CH:11]=[N:12][C:6]2[NH:5][CH2:4][C:3](=[O:18])[N:2]([CH3:1])[CH2:8][C:7]=2[CH:9]=1. Procedure details: According to the method of example 35g, 3-(4-methyl-3-oxo-2,3,4,5-tetrahydro-1H-pyrido[2,3-e][1,4]diazepin-7-yl)-acrylic acid (69 mg, 0.28 mmol) and methyl-(2-methyl-1H-indol-3-ylmethyl)amine (60 mg, 0.34 mmol) were coupled to yield the title compound as a white powder and as a mixture of amide rotomers (40 mg, 35%). 1H NMR (300 MHz, DMSO-d6) 10.86 (s, 1H), 8.12 (bs, 1H), 7.77 (bs, 1H), 7.49-7.41 (m, 2H), 7.34-7.30 (m, 1H), 7.25-7.22 (m, 1H), 7.00-6.85 (m, 3H), 4.84-4.71 (m, 2H), 4.53 (s, 2H), 4... Reactants: CN1C(CNC2=C(C1)C=C(C=N2)C=CC(=O)O)=O (3-(4-methyl-3-oxo-2,3,4,5-tetrahydro-1H-pyrido[2,3-e][1,4]diazepin-7-yl)-acrylic acid), CNCC1=C(NC2=CC=CC=C12)C (methyl-(2-methyl-1H-indol-3-ylmethyl)amine). Yields the product CN(C(\C=C\C1=CC2=C(NCC(N(C2)C)=O)N=C1)=O)CC1=C(NC2=CC=CC=C12)C ((E)-N-Methyl-N-(2-methyl-1H-indol-3-ylmethyl)-3-(4-methyl-3-oxo-2,3,4,5-tetrahydro-1H-pyrido[2,3-e][1,4]diazepin-7-yl)-acrylamide). Reactants: C(=O)([O-])[O-].[Cs+].[Cs+] (Cs2CO3), C(C1=CC=CC=C1)Br (benzyl bromide), IC=1C=C(C(=O)O)C=CC1 (m-Iodobenzoic acid). The solvent is CC#N (MeCN). The product is IC=1C=C(C=CC1)C(CC1=CC=CC=C1)=O (1-(3-iodophenyl)-2-phenylethanone). Reaction SMILES: [I:1][C:2]1[CH:3]=[C:4]([CH:8]=[CH:9][CH:10]=1)[C:5]([OH:7])=O.C([O-])([O-])=O.[Cs+].[Cs+].[CH2:17](Br)[C:18]1[CH:23]=[CH:22][CH:21]=[CH:20][CH:19]=1>CC#N>[I:1][C:2]1[CH:3]=[C:4]([C:5](=[O:7])[CH2:17][C:18]2[CH:23]=[CH:22][CH:21]=[CH:20][CH:19]=2)[CH:8]=[CH:9][CH:10]=1 |f:1.2.3|. Procedure: m-Iodobenzoic acid (1 g, 0.004 mol) was dissolved in MeCN (20 ml), Cs2CO3 (2.63 g, 2 eq) and benzyl bromide (0.528 ml, 1.1 eq) added. The mixture was heated at reflux overnight. The mixture was concentrated, taken up in EtOAc, washed with water, dried (MgSO4), and concentrated. The residue was purified by silica gel chromatography (0-60% EtOAc in hexane) to give 1.6 g of M16-3. The reactants are CS(=O)(=O)C1=CC=C(CNC(=O)C2=CN(C(=C(C2=O)Br)C)[C@H](COC)C)C=C1 ((S)-5-Bromo-1-(2-methoxy-1-methyl-ethyl)-6-methyl-4-oxo-1,4-dihydro-pyridine-3-carboxylic acid 4-methanesulfonyl-benzylamide), FC(C=1C=C(C=CC1)B(O)O)F (3-(difluoromethyl)phenylboronic acid). Yields the product CS(=O)(=O)C1=CC=C(CNC(=O)C2=CN(C(=C(C2=O)C2=CC(=CC=C2)C(F)F)C)[C@H](COC)C)C=C1 ((S)-5-(3-Difluoromethyl-phenyl)-1-(2-methoxy-1-methyl-ethyl)-6-methyl-4-oxo-1,4-dihydro-pyridine-3-carboxylic acid 4-methanesulfonyl-benzylamide). As a reaction SMILES: [CH3:1][S:2]([C:5]1[CH:28]=[CH:27][C:8]([CH2:9][NH:10][C:11]([C:13]2[C:18](=[O:19])[C:17](Br)=[C:16]([CH3:21])[N:15]([C@@H:22]([CH3:26])[CH2:23][O:24][CH3:25])[CH:14]=2)=[O:12])=[CH:7][CH:6]=1)(=[O:4])=[O:3].[F:29][CH:30]([F:40])[C:31]1[CH:32]=[C:33](B(O)O)[CH:34]=[CH:35][CH:36]=1>>[CH3:1][S:2]([C:5]1[CH:28]=[CH:27][C:8]([CH2:9][NH:10][C:11]([C:13]2[C:18](=[O:19])[C:17]([C:35]3[CH:34]=[CH:33][CH:32]=[C:31]([CH:30]([F:40])[F:29])[CH:36]=3)=[C:16]([CH3:21])[N:15]([C@@H:22]([CH3:26])[CH2:23][O:24][CH3:25])[CH:14]=2)=[O:12])=[CH:7][CH:6]=1)(=[O:4])=[O:3]. Procedure: Example 42 is prepared following the procedure for Example 24.1, substituting preparation 24 with preparation 41c and replacing 3-(trifluoromethyl)phenylboronic acid with 3-(difluoromethyl)phenylboronic acid. ESI mass spectrum: [M+H]+=519; Retention time HPLC: 0.97 min (Z018_S04). The reactants are NC=1C=CC(=C(C(=O)NC2=C3C=CNC3=CC=C2)C1)O (5-amino-2-hydroxy-N-(1H-indol-4-yl)-benzamide), O1CCCC1 (tetrahydrofuran), C(C)(=O)OC(C)=O (acetic anhydride). Conditions: time 3 hour. Yields the product C(C)(=O)NC=1C=CC(=C(C(=O)NC2=C3C=CNC3=CC=C2)C1)OC(C)=O (5-acetylamino-2-acetoxy-N-(1H-indol-4-yl)-benzamide). Reaction SMILES: [NH2:1][C:2]1[CH:3]=[CH:4][C:5]([OH:20])=[C:6]([CH:19]=1)[C:7]([NH:9][C:10]1[CH:18]=[CH:17][CH:16]=[C:15]2[C:11]=1[CH:12]=[CH:13][NH:14]2)=[O:8].[C:21](OC(=O)C)(=[O:23])[CH3:22].[O:28]1CC[CH2:30][CH2:29]1>>[C:21]([NH:1][C:2]1[CH:3]=[CH:4][C:5]([O:20][C:29](=[O:28])[CH3:30])=[C:6]([CH:19]=1)[C:7]([NH:9][C:10]1[CH:18]=[CH:17][CH:16]=[C:15]2[C:11]=1[CH:12]=[CH:13][NH:14]2)=[O:8])(=[O:23])[CH3:22]. Reported procedure: A suspension of 2.6 g of the product of Step A in 70 ml of tetrahydrofuran was cooled to 0° to 5° C. and then 4.7 ml of acetic anhydride were added. The mixture was held at room temperature for 3 hours and was then evaporated to dryness under reduced pressure at 50° C. The residue was taken up in a 1-1 mixture of chloroform-methanol and was filtered. The product was dried at 80° C. to obtain 2.7 g of 5-acetylamino-2-acetoxy-N-(1H-indol-4-yl)-benzamide melting at 263° C.